This data is from the Open Reaction Database (ORD), a public repository of structured organic reaction records. The task is: describe an organic reaction: reactants, conditions, products, and yield Starting materials: CCO, COc1c(C(F)F)ccc([N+](=O)[O-])c1Cl. Yields the product COc1c(C(F)F)ccc(N)c1Cl. As a reaction SMILES: [CH3:16][CH2:17][OH:18].[Cl:1][c:2]1[c:3]([N+:13]([O-:14])=[O:15])[cH:4][cH:5][c:6]([CH:10]([F:11])[F:12])[c:7]1[O:8][CH3:9]>>[Cl:1][c:2]1[c:3]([NH2:13])[cH:4][cH:5][c:6]([CH:10]([F:11])[F:12])[c:7]1[O:8][CH3:9]. Procedure: To a stirred solution of 3-(3-chloropropyloxy)morphinan.HCl 54 (3 mg, 0.008 mmol) in dry DMF (0.15 mL) was added potassium carbonate (7 mg, 0.024 mmol), benzylbromide (2 μL, 0.032 mmol) sequentially and the mixture was stirred at 50° C. After starting material disappeared on TLC, solvent was concentrated and column chromatography gave 3 mg (87%) of the title compound: 1H NMR (300 MHz, CDCl3) δ7.15˜7.35 (5H, m); 7.05 (1H, d); 6.80 (1H, s); 6.73 (1H, d); 4.10 (2H, t); 3.55˜3.85 (4H, m); 3.05 (1H, ... Reactants: Cl (HCl), C([O-])([O-])=O.[K+].[K+] (potassium carbonate), C(C1=CC=CC=C1)Br (benzylbromide), ClCCCOC=1C=CC=2C[C@@H]3[C@@H]4CCCC[C@@]4(C2C1)CCN3 (3-(3-chloropropyloxy)morphinan). Run at temperature 50 celsius. The solvent is CN(C)C=O (DMF). Reaction SMILES: [Cl:1][CH2:2][CH2:3][CH2:4][O:5][C:6]1[CH:7]=[CH:8][C:9]2[CH2:10][C@H:11]3[NH:22][CH2:21][CH2:20][C@@:17]4([C:18]=2[CH:19]=1)[C@H:12]3[CH2:13][CH2:14][CH2:15][CH2:16]4.Cl.C(=O)([O-])[O-].[K+].[K+].[CH2:30](Br)[C:31]1[CH:36]=[CH:35][CH:34]=[CH:33][CH:32]=1>CN(C=O)C>[Cl:1][CH2:2][CH2:3][CH2:4][O:5][C:6]1[CH:7]=[CH:8][C:9]2[CH2:10][C@H:11]3[N:22]([CH2:30][C:31]4[CH:36]=[CH:35][CH:34]=[CH:33][CH:32]=4)[CH2:21][CH2:20][C@@:17]4([C:18]=2[CH:19]=1)[C@H:12]3[CH2:13][CH2:14][CH2:15][CH2:16]4 |f:2.3.4|. Yields the product ClCCCOC=1C=CC=2C[C@@H]3[C@@H]4CCCC[C@@]4(C2C1)CCN3CC3=CC=CC=C3 (3-(3-chloropropyloxy)-N-benzylmorphinan). Isolated yield 87.0%.